From a dataset of the Open Reaction Database (ORD), a public repository of structured organic reaction records. describe an organic reaction: reactants, conditions, products, and yield The reactants are COc1ccc(CCCBr)cc1OC, [Cl-], C[SiH](C)OC1=C(Cl)C(C(C)(C)C)CC1=O, [Mg], [NH4+], C1CCOC1. Yields the product COc1ccc(CCCC2(O)CC(C(C)(C)C)C(Cl)=C2O[SiH](C)C)cc1OC. As a reaction SMILES: [Br:2][CH2:3][CH2:4][CH2:5][c:6]1[cH:7][c:8]([O:14][CH3:15])[c:9]([O:12][CH3:13])[cH:10][cH:11]1.[Cl-:31].[Cl:16][C:17]1=[C:18]([O:27][SiH:28]([CH3:29])[CH3:30])[C:19](=[O:26])[CH2:20][CH:21]1[C:22]([CH3:23])([CH3:24])[CH3:25].[Mg:1].[NH4+:32].[O:33]1[CH2:34][CH2:35][CH2:36][CH2:37]1>>[CH2:3]([CH2:4][CH2:5][c:6]1[cH:7][c:8]([O:14][CH3:15])[c:9]([O:12][CH3:13])[cH:10][cH:11]1)[C:19]1([OH:26])[C:18]([O:27][SiH:28]([CH3:29])[CH3:30])=[C:17]([Cl:16])[CH:21]([C:22]([CH3:23])([CH3:24])[CH3:25])[CH2:20]1. Reactants: C1(=CC=CC=C1)C(N1C=NC(=C1)CC\C=C/CCC1CCCCC1)(C1=CC=CC=C1)C1=CC=CC=C1 (1-[1-Triphenylmethyl-1H-imidazol-4-yl]-6-cyclohexyl-cis-3-hexene), Cl (HCl). Run in C(C)O (ethanol). Run at temperature 90 celsius. Product: N1C=NC(=C1)CC\C=C/CCC1CCCCC1 (1-[1H-imidazol-4-yl]-6-cyclohexyl-cis-3-hexene). Isolated yield 96.4%. Reaction SMILES: C1(C(C2C=CC=CC=2)(C2C=CC=CC=2)[N:8]2[CH:12]=[C:11]([CH2:13][CH2:14]/[CH:15]=[CH:16]\[CH2:17][CH2:18][CH:19]3[CH2:24][CH2:23][CH2:22][CH2:21][CH2:20]3)[N:10]=[CH:9]2)C=CC=CC=1.Cl>C(O)C>[NH:8]1[CH:12]=[C:11]([CH2:13][CH2:14]/[CH:15]=[CH:16]\[CH2:17][CH2:18][CH:19]2[CH2:20][CH2:21][CH2:22][CH2:23][CH2:24]2)[N:10]=[CH:9]1. Procedure: 1-[1-Triphenylmethyl-1H-imidazol-4-yl]-6-cyclohexyl-cis-3-hexene (1 gram, 2.12 mmol) was dissolved in ethanol (20 ml). 2N HCl (60 ml) was added and the mixture heated at 90° C. for 1 hour. The reaction mixture was cooled, filtered and the filtrate neutralized with 10% NaOH solution and then partitioned between CHCl3 and water. The chloroform layer was separated, dried over Na2SO4, filtered and evaporated in vacuo to obtain the crude oil. The crude product was purified by silica gel column chroma...